Dataset: the Open Reaction Database (ORD), a public repository of structured organic reaction records. Task: describe an organic reaction: reactants, conditions, products, and yield Reactants: IC=1C=C(N)C=CC1C (3-iodo-4-methylaniline), FC(C=1C=C(C(=O)O)C=CC1)(F)F (3-(trifluoromethyl)benzoic acid), C=1C=CC2=C(C1)N=NN2O (HOBt), CCN=C=NCCCN(C)C.Cl (EDCl). Solvent: C1CCOC1 (THF), O (Water). Product: IC=1C=C(C=CC1C)NC(C1=CC(=CC=C1)C(F)(F)F)=O (N-(3-Iodo-4-methylphenyl)-3-(trifluoromethyl)benzamide). Reaction SMILES: [I:1][C:2]1[CH:3]=[C:4]([CH:6]=[CH:7][C:8]=1[CH3:9])[NH2:5].[F:10][C:11]([F:22])([F:21])[C:12]1[CH:13]=[C:14]([CH:18]=[CH:19][CH:20]=1)[C:15](O)=[O:16].C1C=CC2N(O)N=NC=2C=1.CCN=C=NCCCN(C)C.Cl>C1COCC1.O>[I:1][C:2]1[CH:3]=[C:4]([NH:5][C:15](=[O:16])[C:14]2[CH:18]=[CH:19][CH:20]=[C:12]([C:11]([F:10])([F:21])[F:22])[CH:13]=2)[CH:6]=[CH:7][C:8]=1[CH3:9] |f:3.4|. Procedure: A solution of 3-iodo-4-methylaniline (1.22 g, 5.25 mmol), 3-(trifluoromethyl)benzoic acid (0.95 g, 5 mmol), HOBt (0.68 g, 5 mmol), and EDCl (1.05 g, 5.5 mmol) in THF (20 mL) was stirred overnight at rt. Water was added and the aqueous layer was extracted with dichloromethane. The combined organic layers were dried over sodium sulfate, concentrated on a rotavap, and then subjected to silica gel column chromatography (3:1 hexane/ethyl acetate) yielding the desired product. Starting materials: CCCCCCCCCCCC(C)NC=O, Cl, [Na+], [OH-]. Product: CCCCCCCCCCCC(C)N. As a reaction SMILES: [CH:1](=[O:2])[NH:3][CH:4]([CH3:5])[CH2:6][CH2:7][CH2:8][CH2:9][CH2:10][CH2:11][CH2:12][CH2:13][CH2:14][CH2:15][CH3:16].[ClH:19].[Na+:18].[OH-:17]>>[NH2:3][CH:4]([CH3:5])[CH2:6][CH2:7][CH2:8][CH2:9][CH2:10][CH2:11][CH2:12][CH2:13][CH2:14][CH2:15][CH3:16]. The reactants are C1CCOC1, COC(=O)c1ccc(OCc2cccc(OCc3ccc4ccccc4n3)c2)c(OC)c1, [Na+], [OH-], O. Product: COc1cc(C(=O)O)ccc1OCc1cccc(OCc2ccc3ccccc3n2)c1. As a reaction SMILES: [CH2:35]1[O:36][CH2:37][CH2:38][CH2:39]1.[CH3:1][O:2][c:3]1[cH:4][c:5]([C:6](=[O:7])[O:8][CH3:9])[cH:10][cH:11][c:12]1[O:13][CH2:14][c:15]1[cH:16][c:17]([O:21][CH2:22][c:23]2[n:24][c:25]3[cH:26][cH:27][cH:28][cH:29][c:30]3[cH:31][cH:32]2)[cH:18][cH:19][cH:20]1.[Na+:34].[OH-:33].[OH2:40]>>[CH3:1][O:2][c:3]1[cH:4][c:5]([C:6](=[O:7])[OH:8])[cH:10][cH:11][c:12]1[O:13][CH2:14][c:15]1[cH:16][c:17]([O:21][CH2:22][c:23]2[n:24][c:25]3[cH:26][cH:27][cH:28][cH:29][c:30]3[cH:31][cH:32]2)[cH:18][cH:19][cH:20]1. The reactants are C(C1=CC=CC=C1)ONC(=O)[C@@H]1N(CCN(C1)C(=O)N(C)C)S(=O)(=O)N1CCC(CC1)C1=CNC2=C(C(=C(C(=C12)F)F)F)F (N-benzyloxy-4-(N,N-dimethylaminocarbonyl)-1-[4-(4,5,6,7-tetrafluoroindol-3-yl)piperidine-1sulfonyl]piperazine-2-(R)-carboxamide). Reagents/catalysts: [Pd] (Pd/C). Run in C(C)O.O1CCCC1 (ethanol tetrahydrofuran). Reaction conditions: time 45 minute. The product is ONC(=O)[C@@H]1N(CCN(C1)C(=O)N(C)C)S(=O)(=O)N1CCC(CC1)C1=CNC2=C(C(=C(C(=C12)F)F)F)F (N-hydroxy-4-(N,N-dimethylaminocarbonyl)-1-[4-(4,5,6,7-tetrafluoroindol-3-yl)piperidine-1-sulfonyl]piperazine-2-(R)-carboxamide). The yield is 96.0%. As a reaction SMILES: C([O:8][NH:9][C:10]([C@H:12]1[CH2:17][N:16]([C:18]([N:20]([CH3:22])[CH3:21])=[O:19])[CH2:15][CH2:14][N:13]1[S:23]([N:26]1[CH2:31][CH2:30][CH:29]([C:32]2[C:40]3[C:35](=[C:36]([F:44])[C:37]([F:43])=[C:38]([F:42])[C:39]=3[F:41])[NH:34][CH:33]=2)[CH2:28][CH2:27]1)(=[O:25])=[O:24])=[O:11])C1C=CC=CC=1>[Pd].C(O)C.O1CCCC1>[OH:8][NH:9][C:10]([C@H:12]1[CH2:17][N:16]([C:18]([N:20]([CH3:21])[CH3:22])=[O:19])[CH2:15][CH2:14][N:13]1[S:23]([N:26]1[CH2:27][CH2:28][CH:29]([C:32]2[C:40]3[C:35](=[C:36]([F:44])[C:37]([F:43])=[C:38]([F:42])[C:39]=3[F:41])[NH:34][CH:33]=2)[CH2:30][CH2:31]1)(=[O:24])=[O:25])=[O:11] |f:2.3|. Procedure details: A solution of N-benzyloxy-4-(N,N-dimethylaminocarbonyl)-1-[4-(4,5,6,7-tetrafluoroindol-3-yl)piperidine-1-sulfonyl]piperazine-2-(R)-carboxamide (8.90 g, 13.97 mmol) [prepared as described in Step 6 above] in argon deoxygenated 80% ethanol/tetrahydrofuran (470 ml) was treated with 10% Pd/C (3.5 g) and stirred under a hydrogen atmosphere (1 atm) for 45 min. The reaction was degassed under argon, filtered through Celite, and the filtrate was concentrated in vacuo. Ethyl acetate (5 ml) was added and ... Reported procedure: 3,4-Diphenyl-3-cyclopenten-1-ol (5.91 g) was dissolved in the mixture of 70 mL of methylene chloride and 50 mL of pyrridine. To this reaction mixture was added 4 mL of CH3SO3Cl. After stirring overnight and reaction mixture was washed with 1 M of HCl, H2O and NaHCO3. Solution was dried over Mg2SO4 and then filtered. Solvent removal gave brown solid. About 8 mL of ethyl acetate was added followed by 150 mL of hexane producing off-white crystalline solid). After stirring overnight solid was collec... Yields the product C1(=CC=CC=C1)C=1CC(CC1C1=CC=CC=C1)S(=O)(=O)Cl (3,4-diphenyl-3-cyclopentene-1-sulfonyl chloride). Run at time 8 hour. Reaction SMILES: [C:1]1([C:7]2[CH2:8][CH:9](O)[CH2:10][C:11]=2[C:12]2[CH:17]=[CH:16][CH:15]=[CH:14][CH:13]=2)[CH:6]=[CH:5][CH:4]=[CH:3][CH:2]=1.C[S:20]([O:23]Cl)(=O)=[O:21].C(OCC)(=O)C.CCCCCC.C(Cl)[Cl:38]>>[C:1]1([C:7]2[CH2:8][CH:9]([S:20]([Cl:38])(=[O:23])=[O:21])[CH2:10][C:11]=2[C:12]2[CH:17]=[CH:16][CH:15]=[CH:14][CH:13]=2)[CH:6]=[CH:5][CH:4]=[CH:3][CH:2]=1. Reactants: CCCCCC (hexane), C1(=CC=CC=C1)C=1CC(CC1C1=CC=CC=C1)O (3,4-Diphenyl-3-cyclopenten-1-ol), C(Cl)Cl (methylene chloride), C(C)(=O)OCC (ethyl acetate), CS(=O)(=O)OCl (CH3SO3Cl).